From a dataset of the Open Reaction Database (ORD), a public repository of structured organic reaction records. describe an organic reaction: reactants, conditions, products, and yield Reactants: C(C)(C)(C)OC(COCC(COC(C1=CC=CC=C1)=O)OC(C1=CC=CC=C1)=O)=O (5,6-bis(Benzoyloxy)-3oxa-hexanoic Acid-t-butyl Ester), FC(C(=O)O)(F)F (trifluoroacetic acid). Solvent: ClCCl (dichloromethane). Run at time 4 hour. The product is C(C1=CC=CC=C1)OC(COCC(=O)O)COCC1=CC=CC=C1 (5,6-bis(Benzyloxy)-3-oxa-hexanoic Acid). Reaction SMILES: C([O:5][C:6](=[O:30])[CH2:7][O:8][CH2:9][CH:10]([O:21][C:22](=O)[C:23]1[CH:28]=[CH:27][CH:26]=[CH:25][CH:24]=1)[CH2:11][O:12][C:13](=O)[C:14]1[CH:19]=[CH:18][CH:17]=[CH:16][CH:15]=1)(C)(C)C.FC(F)(F)C(O)=O>ClCCl>[CH2:22]([O:21][CH:10]([CH2:11][O:12][CH2:13][C:14]1[CH:15]=[CH:16][CH:17]=[CH:18][CH:19]=1)[CH2:9][O:8][CH2:7][C:6]([OH:30])=[O:5])[C:23]1[CH:24]=[CH:25][CH:26]=[CH:27][CH:28]=1. Reported procedure: 130 g (336.4 mmol) of the title compound of Example 7a is dissolved in 200 ml of dichloromethane, and 100 ml of trifluoroacetic acid is added at 0° C. It is stirred for 4 hours at room temperature and then evaporated to the dry state. The residue is crystallized from pentane/diethyl ether. Starting materials: CC(c1ccc(-c2ccc(F)cc2F)cc1)N1CCC(CCNC(=O)OC(C)(C)C)(c2ccc(F)cc2)OC1=O, [H-], CI, [Na+], C1CCOC1. The product is CC(c1ccc(-c2ccc(F)cc2F)cc1)N1CCC(CCN(C)C(=O)OC(C)(C)C)(c2ccc(F)cc2)OC1=O. RXN SMILES: [F:1][c:2]1[c:3](-[c:9]2[cH:10][cH:11][c:12]([CH:15]([CH3:16])[N:17]3[C:18](=[O:40])[O:19][C:20]([c:23]4[cH:24][cH:25][c:26]([F:29])[cH:27][cH:28]4)([CH2:30][CH2:31][NH:32][C:33]([O:34][C:35]([CH3:36])([CH3:37])[CH3:38])=[O:39])[CH2:21][CH2:22]3)[cH:13][cH:14]2)[cH:4][cH:5][c:6]([F:8])[cH:7]1.[H-:42].[I:43][CH3:44].[Na+:41].[O:45]1[CH2:46][CH2:47][CH2:48][CH2:49]1>>[F:1][c:2]1[c:3](-[c:9]2[cH:10][cH:11][c:12]([CH:15]([CH3:16])[N:17]3[C:18](=[O:40])[O:19][C:20]([c:23]4[cH:24][cH:25][c:26]([F:29])[cH:27][cH:28]4)([CH2:30][CH2:31][N:32]([C:33]([O:34][C:35]([CH3:36])([CH3:37])[CH3:38])=[O:39])[CH3:44])[CH2:21][CH2:22]3)[cH:13][cH:14]2)[cH:4][cH:5][c:6]([F:8])[cH:7]1.